From a dataset of the Open Reaction Database (ORD), a public repository of structured organic reaction records. describe an organic reaction: reactants, conditions, products, and yield Reactants: Cc1noc(C)c1S(=O)[O-], O=C(NCc1ccc(Cl)c(Cl)c1)Nc1nc(CI)cs1, [Na+], CN(C)C=O, O. Product: Cc1noc(C)c1S(=O)(=O)Cc1csc(NC(=O)NCc2ccc(Cl)c(Cl)c2)n1. Reaction SMILES: [CH3:26][c:27]1[n:28][o:29][c:30]([CH3:35])[c:31]1[S:32](=[O:33])[O-:34].[Cl:6][c:7]1[cH:8][c:9]([CH2:10][NH:11][C:12](=[O:13])[NH:14][c:15]2[s:16][cH:17][c:18]([CH2:20][I:21])[n:19]2)[cH:22][cH:23][c:24]1[Cl:25].[Na+:36].[O:1]=[CH:2][N:3]([CH3:4])[CH3:5].[OH2:37]>>[Cl:6][c:7]1[cH:8][c:9]([CH2:10][NH:11][C:12](=[O:13])[NH:14][c:15]2[s:16][cH:17][c:18]([CH2:20][S:32]([c:31]3[c:27]([CH3:26])[n:28][o:29][c:30]3[CH3:35])(=[O:33])=[O:34])[n:19]2)[cH:22][cH:23][c:24]1[Cl:25]. The reactants are CC(C)(C)OC(=O)n1nc(C2CC2)c2ccc(O[Si](c3ccccc3)(c3ccccc3)C(C)(C)C)cc21, C1CCOC1, O. Yields the product CC(C)(C)OC(=O)n1nc(C2CC2)c2ccc(O)cc21. Reaction SMILES: [C:1]([CH3:2])([CH3:3])([CH3:4])[O:5][C:6](=[O:7])[n:8]1[n:9][c:10]([CH:35]2[CH2:36][CH2:37]2)[c:11]2[cH:12][cH:13][c:14]([O:17][Si:18]([C:19]([CH3:20])([CH3:21])[CH3:22])([c:23]3[cH:24][cH:25][cH:26][cH:27][cH:28]3)[c:29]3[cH:30][cH:31][cH:32][cH:33][cH:34]3)[cH:15][c:16]12.[CH2:39]1[O:40][CH2:41][CH2:42][CH2:43]1.[OH2:38]>>[C:1]([CH3:2])([CH3:3])([CH3:4])[O:5][C:6](=[O:7])[n:8]1[n:9][c:10]([CH:35]2[CH2:36][CH2:37]2)[c:11]2[cH:12][cH:13][c:14]([OH:17])[cH:15][c:16]12.